From a dataset of the Open Reaction Database (ORD), a public repository of structured organic reaction records. describe an organic reaction: reactants, conditions, products, and yield Reactants: amine, S(=O)(=O)(Cl)Cl (sulfonyl chloride), C1=NC=CC=2C(=CC=CC12)S(=O)(=O)Cl (5-isoquinolinesulfonyl chloride), N1=CC(=CC=C1)S(=O)(=O)Cl (3-pyridinesulfonyl chloride). The solvent is C(C)N(CC)CC (triethylamine). Yields the product S(=O)(=O)=C1NCCCC1 (sulfonylpiperidine). As a reaction SMILES: [S:1](Cl)(Cl)(=[O:3])=[O:2].[CH:6]1[C:15]2C=CC=C(S(Cl)(=O)=O)[C:10]=2[CH:9]=[CH:8][N:7]=1.N1C=CC=C(S(Cl)(=O)=O)C=1>C(N(CC)CC)C>[S:1](=[C:6]1[CH2:15][CH2:10][CH2:9][CH2:8][NH:7]1)(=[O:3])=[O:2]. Procedure: Referring to the scheme for Method 9, an amine 25 is reacted with a sulfonyl chloride such as 5-isoquinolinesulfonyl chloride, 3-pyridinesulfonyl chloride, etc., in the presence of a base such as triethylamine to give a sulfonylpiperidine, 26. The amino nitrogen is then deprotected by removal of the Z group to afford a compound of formula IV. Reactants: [H-].[Na+] (sodium hydride), CC(C)(C(=O)[O-])P(=O)(O)OC (trimethylphosphonoacetate), O1CCCC1 (THF), O (water), C1(CCC2=CC=CC=C12)=O (indanone), O1CCCC1 (THF). Run at time 16 hour. Product: C(C)(C)(C)C=1C=C2CC/C(/C2=CC1)=C\C(=O)OC (methyl (E)-(5-tert-butyl-1-indanylidene)acetate). As a reaction SMILES: [H-].[Na+].[CH3:3][C:4](P(OC)(O)=O)([C:6]([O-])=O)[CH3:5].[C:14]1(=O)[C:22]2[C:17](=[CH:18][CH:19]=[CH:20][CH:21]=2)[CH2:16][CH2:15]1.[OH2:24].[O:25]1[CH2:29][CH2:28]C[CH2:26]1>>[C:4]([C:19]1[CH:18]=[C:17]2[C:22](=[CH:21][CH:20]=1)/[C:14](=[CH:28]/[C:29]([O:25][CH3:26])=[O:24])/[CH2:15][CH2:16]2)([CH3:6])([CH3:5])[CH3:3] |f:0.1|. Procedure: To a suspension of sodium hydride (3.6 g of a 50% dispersion in oil, 75 mmole) previously washed with petroleum ether 30-50, in 100 ml of tetrahydrofuran (THF), there were added dropwise at 10°-20° 13.8 g (75 mmole) of trimethylphosphonoacetate in 100 ml of THF. 15 min after the end of the addition, there was added to the reaction mixture, at 11°-15°, a solution of the above-cited indanone (10.2 g, 55 mmole) in THF (150 ml). The mixture was kept under stirring for 16 h at 25°, then it was poured...